From a dataset of the Open Reaction Database (ORD), a public repository of structured organic reaction records. describe an organic reaction: reactants, conditions, products, and yield Starting materials: CC(=O)OC1CC2(C)C(CCC2(Sc2ccccc2)Sc2ccccc2)C2CCC3=CC(=O)C=CC3(C)C12F, CCc1ccccc1CC. The product is CC(=O)OC1CC2(C)C(Sc3ccccc3)=CCC2C2CCC3=CC(=O)C=CC3(C)C12F. As a reaction SMILES: [C:1]([CH3:2])(=[O:3])[O:4][CH:5]1[C:6]2([F:39])[C:7]3([CH3:38])[CH:8]=[CH:9][C:10](=[O:37])[CH:11]=[C:12]3[CH2:13][CH2:14][CH:15]2[CH:16]2[CH2:17][CH2:18][C:19]([S:23][c:24]3[cH:25][cH:26][cH:27][cH:28][cH:29]3)([S:30][c:31]3[cH:32][cH:33][cH:34][cH:35][cH:36]3)[C:20]2([CH3:21])[CH2:22]1.[CH2:40]([c:41]1[cH:42][cH:43][cH:44][cH:45][c:46]1[CH2:47][CH3:48])[CH3:49]>>[C:1]([CH3:2])(=[O:3])[O:4][CH:5]1[C:6]2([F:39])[C:7]3([CH3:38])[CH:8]=[CH:9][C:10](=[O:37])[CH:11]=[C:12]3[CH2:13][CH2:14][CH:15]2[CH:16]2[CH2:17][CH:18]=[C:19]([S:23][c:24]3[cH:25][cH:26][cH:27][cH:28][cH:29]3)[C:20]2([CH3:21])[CH2:22]1. Starting materials: [N+](=O)([O-])C=1C=C(N)C=CC1 (3-Nitroaniline), C(=O)(OC)N=N\C(=C/C(=O)OCC)\C (ethyl 3-carbomethoxyazocrotonate), CCCCCC (hexane). The solvent is C1CCOC1 (THF). Reaction conditions: temperature 70 celsius. Yields the product C(C)OC(C(C(C)=NNC(=O)OC)NC1=CC(=CC=C1)[N+](=O)[O-])=O (3-(Methoxycarbonylhydrazono)-2-(3-nitrophenylamino)butanoic acid ethyl ester). The yield is 71.1%. RXN SMILES: [N+:1]([C:4]1[CH:5]=[C:6]([CH:8]=[CH:9][CH:10]=1)[NH2:7])([O-:3])=[O:2].[C:11]([N:15]=[N:16]/[C:17](/[CH3:24])=[CH:18]\[C:19]([O:21][CH2:22][CH3:23])=[O:20])([O:13][CH3:14])=[O:12].CCCCCC>C1COCC1>[CH2:22]([O:21][C:19](=[O:20])[CH:18]([NH:7][C:6]1[CH:8]=[CH:9][CH:10]=[C:4]([N+:1]([O-:3])=[O:2])[CH:5]=1)[C:17](=[N:16][NH:15][C:11]([O:13][CH3:14])=[O:12])[CH3:24])[CH3:23]. Procedure details: 3-Nitroaniline (2.92 g, 21.27 mmol) was added to a solution of ethyl 3-carbomethoxyazocrotonate (4.2 g, 21.13 mmol) (which is known in the literature) in THF (40 mL), and the mixture was stirred at 70° C. for a day and a night. After cooling to room temperature, hexane was added thereto, and the deposited precipitate was filtered out to yield the title compound (5.08 g, 71%). The reactants are BrC1=C(C(=O)NC2=CC(=CC=C2)[N+](=O)[O-])C=CC=C1 (2-Bromo-N-(3-nitrophenyl)benzamide), C1CCOC1 (THF), S(=O)([O-])S(=O)[O-].[Na+].[Na+] (Sodium dithionite). The solvent is O (water). Product: NC=1C=C(C=CC1)NC(C1=C(C=CC=C1)Br)=O (N-(3-aminophenyl)-2-bromobenzamide). The yield is 65.5%. As a reaction SMILES: [Br:1][C:2]1[CH:19]=[CH:18][CH:17]=[CH:16][C:3]=1[C:4]([NH:6][C:7]1[CH:12]=[CH:11][CH:10]=[C:9]([N+:13]([O-])=O)[CH:8]=1)=[O:5].C1COCC1.S(S([O-])=O)([O-])=O.[Na+].[Na+]>O>[NH2:13][C:9]1[CH:8]=[C:7]([NH:6][C:4](=[O:5])[C:3]2[CH:16]=[CH:17][CH:18]=[CH:19][C:2]=2[Br:1])[CH:12]=[CH:11][CH:10]=1 |f:2.3.4|. Procedure: 2-Bromo-N-(3-nitrophenyl)benzamide (6.89 g, 21.5 mmol) was added to a 1 L flask with stir bar and dissolved with THF (143 mL). Sodium dithionite (37.4 g, 215 mmol) (aka sodium hydrosulfite) was added to a separate flask and dissolved with water (143 mL). The resulting cloudy solution was added to the solution of substrate, and the flask was sealed and flushed with nitrogen, then stirred vigorously for 16 h with a vent line to an oil bubbler. After this time LC-MS analysis showed complete convers... Reactants: C/C(=C/C(=O)O[C@H]1C[C@@](O[C@@H](C1)CCCC=C)([C@H]1N(C(SC1)=O)CC1=CC=C(C=C1)OC)OC)/CCC=C ((Z)-((2R,4R,6R)-2-methoxy-2-((R)-3-(4-methoxybenzyl)-2-oxothiazolidin-4-yl)-6-(pent-4-enyl)-tetrahydro-2H-pyran-4-yl) 3-methylhepta-2,6-dienoate), CO[C@]1(O[C@@H]2CCC\C=C/CC\C(=C/C(O[C@@H](C1)C2)=O)\C)[C@H]2N(C(SC2)=O)CC2=CC=C(C=C2)OC ((R)-4-((1R,4Z,8Z,13R,15R)-15-methoxy-5-methyl-3-oxo-2,14-dioxa-bicyclo[11.3.1]heptadeca-4,8-dien-15-yl)-3-(4-methoxybenzyl)thiazolidin-2-one). Product: C/C(=C/C(=O)O[C@H]1C[C@@](O[C@@H](C1)CCCC=C)([C@H]1NC(SC1)=O)O)/CCC=C ((Z)-((2R,4R,6R)-2-Hydroxy-2-((R)-2-oxothiazolidin-4-yl)-6-(pent-4-enyl)-tetrahydro-2H-pyran-4-yl) 3-Methylhepta-2,6-dienoate). As a reaction SMILES: [CH3:1]/[C:2](/[CH2:35][CH2:36][CH:37]=[CH2:38])=[CH:3]/[C:4]([O:6][C@@H:7]1[CH2:12][C@@H:11]([CH2:13][CH2:14][CH2:15][CH:16]=[CH2:17])[O:10][C@@:9]([O:33]C)([C@@H:18]2[CH2:22][S:21][C:20](=[O:23])[N:19]2CC2C=CC(OC)=CC=2)[CH2:8]1)=[O:5].CO[C@]1([C@@H]2CSC(=O)N2CC2C=CC(OC)=CC=2)C[C@H]2C[C@@H](CCCC=CCCC(C)=CC(=O)O2)O1>>[CH3:1]/[C:2](/[CH2:35][CH2:36][CH:37]=[CH2:38])=[CH:3]/[C:4]([O:6][C@@H:7]1[CH2:12][C@@H:11]([CH2:13][CH2:14][CH2:15][CH:16]=[CH2:17])[O:10][C@@:9]([OH:33])([C@@H:18]2[CH2:22][S:21][C:20](=[O:23])[NH:19]2)[CH2:8]1)=[O:5]. Procedure details: Application of the method shown in Example 46, with the modification that (Z)-((2R,4R,6R)-2-methoxy-2-((R)-3-(4-methoxybenzyl)-2-oxothiazolidin-4-yl)-6-(pent-4-enyl)-tetrahydro-2H-pyran-4-yl) 3-methylhepta-2,6-dienoate was substituted for (R)-4-((1R,4Z,8Z,13R,15R)-15-methoxy-5-methyl-3-oxo-2,14-dioxa-bicyclo[11.3.1]heptadeca-4,8-dien-15-yl)-3-(4-methoxybenzyl)thiazolidin-2-one, afforded the title compound.